From a dataset of the Open Reaction Database (ORD), a public repository of structured organic reaction records. describe an organic reaction: reactants, conditions, products, and yield The reactants are BrC1=C(C(=O)O)C=C(C=C1)C (2-bromo-5-methylbenzoic acid), BrC1=CC=C2C=C(NC(C2=C1)=O)C1=C(C=CC=C1)C(F)(F)F (7-bromo-3-(2-trifluoromethylphenyl)-2H-isoquinolin-1-one). The product is BrC=1C=CC(=C(C(=O)NC)C1)C (5-Bromo-2,N-dimethylbenzamide). RXN SMILES: BrC1C=CC(C)=CC=1C(O)=O.[Br:12][C:13]1[CH:22]=[C:21]2[C:16]([CH:17]=[C:18](C3C=CC=CC=3C(F)(F)F)[NH:19][C:20]2=[O:23])=[CH:15][CH:14]=1>>[Br:12][C:13]1[CH:14]=[CH:15][C:16]([CH3:17])=[C:21]([CH:22]=1)[C:20]([NH:19][CH3:18])=[O:23]. Procedure: 5-Bromo-2,N-dimethylbenzamide was prepared by a method similar to that in Step A of Example 1 from 2-bromo-5-methylbenzoic acid that can be prepared by the method disclosed in WO2002/083066 or U.S. Pat. No. 4,282,365. Using this compound as a starting material, 7-bromo-3-(2-trifluoromethylphenyl)-2H-isoquinolin-1-one was synthesized by a method similar to that in Step B of Example 1.